Dataset: the Open Reaction Database (ORD), a public repository of structured organic reaction records. Task: describe an organic reaction: reactants, conditions, products, and yield The reactants are OC(CC(=O)OC(C)(C)C)CCCCCCCCCCC (t-butyl (3RS)-3-hydroxytetradecanoate), C(C)(=O)OC(C)=O (acetic anhydride), CO (methanol), C(C)(=O)OC(C)=O (Acetic anhydride). Run in N1=CC=CC=C1 (pyridine). Reaction conditions: time 8 hour. The product is C(C)(=O)OC(CC(=O)OC(C)(C)C)CCCCCCCCCCC (t-butyl (3RS)-3-acetoxytetradecanoate). As a reaction SMILES: [OH:1][CH:2]([CH2:11][CH2:12][CH2:13][CH2:14][CH2:15][CH2:16][CH2:17][CH2:18][CH2:19][CH2:20][CH3:21])[CH2:3][C:4]([O:6][C:7]([CH3:10])([CH3:9])[CH3:8])=[O:5].[C:22](OC(=O)C)(=[O:24])[CH3:23].CO>N1C=CC=CC=1>[C:22]([O:1][CH:2]([CH2:11][CH2:12][CH2:13][CH2:14][CH2:15][CH2:16][CH2:17][CH2:18][CH2:19][CH2:20][CH3:21])[CH2:3][C:4]([O:6][C:7]([CH3:8])([CH3:9])[CH3:10])=[O:5])(=[O:24])[CH3:23]. Reported procedure: To a solution of t-butyl (3RS)-3-hydroxytetradecanoate (20.0 g) in dry pyridine (100 ml) was added acetic anhydride (7.8 ml) at ambient temperature. The mixture was stirred at the same temperature overnight. Acetic anhydride (3 ml) was added to the mixture. The mixture was stirred for additional 2 hours at the same temperature. To the mixture was added methanol (50 ml) under ice-cooling. The mixture was concentrated under reduced pressure. The residue was dissolved in ethyl acetate. The organic ...